From a dataset of the Open Reaction Database (ORD), a public repository of structured organic reaction records. describe an organic reaction: reactants, conditions, products, and yield Reactants: C(CCC)(=O)OC(=O)C=1C=C[C-](C1)C.[CH-]1C=CC=C1.[Fe+2] (methyl-4-ferrocenoyl butyrate), [OH-].[K+] (potassium hydroxide), Example 1 ( 1 ). Run in C(C)O (ethanol). Yields the product [C-]1(C=CC=C1)C(=O)CCCC(=O)O.[CH-]1C=CC=C1.[Fe+2] (4-ferrocenoyl butyric acid). Yield: 194.7%. As a reaction SMILES: C([O:6][C:7]([C:9]1[CH:10]=[CH:11][C-:12](C)[CH:13]=1)=[O:8])(=O)CCC.[CH-:15]1[CH:19]=[CH:18][CH:17]=[CH:16]1.[Fe+2:20].[OH-:21].[K+]>C(O)C>[C-:15]1([C:12]([CH2:11][CH2:10][CH2:9][C:7]([OH:6])=[O:8])=[O:21])[CH:19]=[CH:18][CH:17]=[CH:16]1.[CH-:9]1[CH:10]=[CH:11][CH:12]=[CH:13]1.[Fe+2:20] |f:0.1.2,3.4,6.7.8|. Procedure details: An amount of 25.8 g of methyl-4-ferrocenoyl butyrate prepared according to the method of Preparation Example 1 (1) was reacted in ethanol with 11.5 g of potassium hydroxide, to obtain 24.0 g of 4-ferrocenoyl butyric acid represented by the following formula: ##STR58## The reactants are ClN1C(CCC1=O)=O (N-chlorosuccinimide), BrC=1C=C(SC1C1=CC=NN1C)C(=O)O (4-bromo-5-(1-methyl-1H-pyrazol-5-yl)-2-thiophenecarboxylic acid). The solvent is O1CCCC1 (tetrahydrofuran). Reaction conditions: temperature 70 celsius. The product is BrC=1C=C(SC1C1=C(C=NN1C)Cl)C(=O)O (4-bromo-5-(4-chloro-1-methyl-1H-pyrazol-5-yl)-2-thiophenecarboxylic acid). Yield: 0.1%. As a reaction SMILES: [Cl:1]N1C(=O)CCC1=O.[Br:9][C:10]1[CH:11]=[C:12]([C:21]([OH:23])=[O:22])[S:13][C:14]=1[C:15]1[N:19]([CH3:20])[N:18]=[CH:17][CH:16]=1>O1CCCC1>[Br:9][C:10]1[CH:11]=[C:12]([C:21]([OH:23])=[O:22])[S:13][C:14]=1[C:15]1[N:19]([CH3:20])[N:18]=[CH:17][C:16]=1[Cl:1]. Procedure details: N-chlorosuccinimide (NCS) (299 mg, 2.194 mmol) was added in portions to a 30 mL sealed tube reactor containing 4-bromo-5-(1-methyl-1H-pyrazol-5-yl)-2-thiophenecarboxylic acid (503 mg, 1.23 mmol) in tetrahydrofuran (THF) (6 mL) at room temperature. The mixture was heated to 70° C. for 2 hours. Upon completion, the reaction mixture was partitioned between CHCl3 and H2O, the organic layer dried with Na2SO4, solvents removed by vacuum distillation affording the title compound (0.54 mg, quant.) which... The reactants are CC=1C=C(C=CC1C)NC(CC)=O (N-(3,4-dimethylphenyl)propion amide), C1=CC=C2C(=C1)C(=O)C(C2=O)(O)O (ninhydrin), ice. The solvent is S(O)(O)(=O)=O (sulfuric acid). Reaction conditions: time 1.5 hour. Yields the product OC1(C(C2=CC=CC=C2C1=O)=O)C1=C(C=C(C(=C1)C)C)NC(CC)=O (N-(2-(2-Hydroxy-1,3-dioxo-2,3-dihydro-1H-inden-2-yl)-4,5-dimethylphenyl)propionamide). The yield is 45.2%. As a reaction SMILES: [CH3:1][C:2]1[CH:3]=[C:4]([NH:9][C:10](=[O:13])[CH2:11][CH3:12])[CH:5]=[CH:6][C:7]=1[CH3:8].[CH:14]1[CH:19]=[C:18]2[C:20]([C:22](O)([OH:25])[C:23](=[O:24])[C:17]2=[CH:16][CH:15]=1)=[O:21]>S(=O)(=O)(O)O>[OH:25][C:22]1([C:5]2[CH:6]=[C:7]([CH3:8])[C:2]([CH3:1])=[CH:3][C:4]=2[NH:9][C:10](=[O:13])[CH2:11][CH3:12])[C:23](=[O:24])[C:17]2[C:18](=[CH:19][CH:14]=[CH:15][CH:16]=2)[C:20]1=[O:21]. Procedure details: N-(3,4-dimethylphenyl)propion amide (500 mg, 2.82 mmol) and ninhydrin (500 mg, 2.82 mmol) were dissolved in conc. sulfuric acid (10 mL) and stirred at room temperature for 1.5 hrs. The reaction was stopped by slowing pouring the solution to 150 g of ice and stirring. The reaction mixture was extracted with ethylacetate and water, washed with brine. The washed organic layer was dried over sodium sulfate, concentrated in a vacuum, and purified through silica gel column chromatography (30% ethylace... Reactants: ClCCCCCC(=O)N1C2=C(NC(C3=C1C=CC=C3)=O)C=CC=N2 (11-(6-chloro-caproyl)-5,11-dihydro-6H-pyrido-[2,3-b][1,4]-benzodiazepine-6-one), CN1CCNCC1 (1-methyl-piperazine). The product is CN1CCN(CC1)CCCCCC(=O)N1C2=C(NC(C3=C1C=CC=C3)=O)C=CC=N2 (5,11-dihydro-11-[6-(4-methyl-1-piperazinyl)-caproyl]-6H-pyrido-[2,3-b][1,4]-benzodiazepine-6-one). The yield is 36.0%. RXN SMILES: Cl[CH2:2][CH2:3][CH2:4][CH2:5][CH2:6][C:7]([N:9]1[C:15]2[CH:16]=[CH:17][CH:18]=[CH:19][C:14]=2[C:13](=[O:20])[NH:12][C:11]2[CH:21]=[CH:22][CH:23]=[N:24][C:10]1=2)=[O:8].[CH3:25][N:26]1[CH2:31][CH2:30][NH:29][CH2:28][CH2:27]1>>[CH3:25][N:26]1[CH2:31][CH2:30][N:29]([CH2:2][CH2:3][CH2:4][CH2:5][CH2:6][C:7]([N:9]2[C:15]3[CH:16]=[CH:17][CH:18]=[CH:19][C:14]=3[C:13](=[O:20])[NH:12][C:11]3[CH:21]=[CH:22][CH:23]=[N:24][C:10]2=3)=[O:8])[CH2:28][CH2:27]1. Procedure details: Using the procedure of Example 9, the product of Step A was reacted with 1-methyl-piperazine to obtain a 36% yield of 5,11-dihydro-11-[6-(4-methyl-1-piperazinyl)-caproyl]-6H-pyrido-[2,3-b][1,4]-benzodiazepine-6-one melting at 179°-181° C. after crystallization from ethyl acetate. Starting materials: Clc1ccc(Cl)c(Cl)c1, O, O=[N+]([O-])O, O=S(=O)(O)O. Product: O=[N+]([O-])c1cc(Cl)c(Cl)cc1Cl. RXN SMILES: [Cl:10][c:11]1[cH:12][cH:13][c:14]([Cl:15])[c:16]([Cl:17])[cH:18]1.[OH2:19].[OH:6][N+:7]([O-:8])=[O:9].[S:1](=[O:2])(=[O:3])([OH:4])[OH:5]>>[O-:6][N+:7](=[O:9])[c:12]1[c:11]([Cl:10])[cH:18][c:16]([Cl:17])[c:14]([Cl:15])[cH:13]1. The reactants are O1C(COCC1)CN1CCC2=C(CC1)C=C(C(=C2)OC)[N+](=O)[O-] (3-1,4-Dioxinan-2-ylmethyl-7-methoxy-8-nitro-2,3,4,5-tetrahydro-1H-3-benzazepine). The reagents and catalysts are [Pd] (Pd/C). Solvent: CCO (EtOH). Yields the product O1C(COCC1)CN1CCC2=C(CC1)C=C(C(=C2)N)OC (3-1,4-Dioxinan-2-ylmethyl-8-methoxy-2,3,4,5-tetrahydro-1H-3-benzazepin-7-ylamine). As a reaction SMILES: [O:1]1[CH2:6][CH2:5][O:4][CH2:3][CH:2]1[CH2:7][N:8]1[CH2:14][CH2:13][C:12]2[CH:15]=[C:16]([N+:21]([O-])=O)[C:17]([O:19][CH3:20])=[CH:18][C:11]=2[CH2:10][CH2:9]1>[Pd].CCO>[O:1]1[CH2:6][CH2:5][O:4][CH2:3][CH:2]1[CH2:7][N:8]1[CH2:9][CH2:10][C:11]2[CH:18]=[C:17]([O:19][CH3:20])[C:16]([NH2:21])=[CH:15][C:12]=2[CH2:13][CH2:14]1. Procedure details: 3-1,4-Dioxinan-2-ylmethyl-7-methoxy-8-nitro-2,3,4,5-tetrahydro-1H-3-benzazepine was treated under standard hydrogenation conditions (H2, EtOH, 10% Pd/C) to yield desired 3-1,4-Dioxinan-2-ylmethyl-8-methoxy-2,3,4,5-tetrahydro-1H-3-benzazepin-7-ylamine as a crude oil, which was used for the subsequent reaction without further purification; LC/MS (m/e) 293.15 (M+H).